This data is from the Open Reaction Database (ORD), a public repository of structured organic reaction records. The task is: describe an organic reaction: reactants, conditions, products, and yield The reactants are CC([O-])CC.CC([O-])CC.CC([O-])CC.[Al+3] (aluminium tris(sec-butoxide)), mixture, C(C)OC(CC(=O)C)=O (ethylacetoacetate). Run in CCCCCCC (heptane). Product: C(C)CC(CC(=O)[O-])=O.C(C)CC(CC(=O)[O-])=O.C(C)CC(CC(=O)[O-])=O.[Al+3] (aluminium tris(ethylacetoacetate)). Isolated yield 99.2%. As a reaction SMILES: [CH3:1][CH:2](CC)[O-].[CH3:6][CH:7](CC)[O-].[CH3:11][CH:12](CC)[O-].[Al+3:16].C([O:19][C:20](=[O:25])[CH2:21][C:22]([CH3:24])=[O:23])C>CCCCCCC>[CH2:1]([CH2:24][C:22](=[O:23])[CH2:21][C:20]([O-:19])=[O:25])[CH3:2].[CH2:6]([CH2:24][C:22](=[O:23])[CH2:21][C:20]([O-:19])=[O:25])[CH3:7].[CH2:11]([CH2:24][C:22](=[O:23])[CH2:21][C:20]([O-:19])=[O:25])[CH3:12].[Al+3:16] |f:0.1.2.3,6.7.8.9|. Reported procedure: To a flask containing 50.02 g of a mixture of heptane isomers was added 31.0 g (0.125 mol) of aluminium tris(sec-butoxide). To this was added with stirring, 48.37 g (0.376 mol) of ethylacetoacetate. After stirring the liquor was transferred to a rotary evaporator flask and the volatile sec-butanol and heptanes (78.66 g) were removed under vacuum leaving aluminium tris(ethylacetoacetate) (51.23 g, 0.124 mol). Reactants: O (Water), C(#N)C1=CC(=C(C=C1)CCCC(=O)O)NC(C(C)C1=CC=CC2=CC=CC=C12)=O (4-[4-cyano-2-[2-(1-naphthyl)propanoylamino]phenyl]butanoic acid), ICCO (2-iodoethanol), C([O-])([O-])=O.[K+].[K+] (potassium carbonate). Solvent: CN(C)C=O (DMF). Run at time 8 hour. Yields the product OCCOC(CCCC1=C(C=C(C=C1)C#N)NC(C(C)C1=CC=CC2=CC=CC=C12)=O)=O (4-[4-cyano-2-[2-(1-naphthyl)propanoylamino]phenyl]butanoic acid (2-hydroxy)ethyl ester). Isolated yield 56.9%. Reaction SMILES: [C:1]([C:3]1[CH:8]=[CH:7][C:6]([CH2:9][CH2:10][CH2:11][C:12]([OH:14])=[O:13])=[C:5]([NH:15][C:16](=[O:29])[CH:17]([C:19]2[C:28]3[C:23](=[CH:24][CH:25]=[CH:26][CH:27]=3)[CH:22]=[CH:21][CH:20]=2)[CH3:18])[CH:4]=1)#[N:2].I[CH2:31][CH2:32][OH:33].C(=O)([O-])[O-].[K+].[K+].O>CN(C=O)C>[OH:33][CH2:32][CH2:31][O:13][C:12](=[O:14])[CH2:11][CH2:10][CH2:9][C:6]1[CH:7]=[CH:8][C:3]([C:1]#[N:2])=[CH:4][C:5]=1[NH:15][C:16](=[O:29])[CH:17]([C:19]1[C:28]2[C:23](=[CH:24][CH:25]=[CH:26][CH:27]=2)[CH:22]=[CH:21][CH:20]=1)[CH3:18] |f:2.3.4|. Procedure details: To a solution of the compound prepared in Example 2(6) (150 mg) and 2-iodoethanol (100 mg) in DMF (2 ml), potassium carbonate (65 mg) was added under an atmosphere of argon. The mixture was stirred for overnight at room temperature. Water was added to the reaction mixture, and then the mixture was extracted with ethyl acetate. The organic layer was washed with water and a saturated aqueous solution of sodium chloride, dried over and concentrated to give the crude crystal. The crude crystal was r...